This data is from the Open Reaction Database (ORD), a public repository of structured organic reaction records. The task is: describe an organic reaction: reactants, conditions, products, and yield Starting materials: ClCCN(C1=CC=C(C=C1)OC)CCCl (N,N-bis(2-chloroethyl)-4-methoxyaniline), C(=O)([O-])[O-].[K+].[K+] (K2CO3), C1(O)=CC=C(O)C=C1 (Hydroquinone). The solvent is CN(C)C=O (DMF). Run at temperature 80 celsius, time 6 hour. Yields the product COC1=CC=C(C=C1)N(CCOC1=CC=C(C=C1)O)CCOC1=CC=C(C=C1)O (4,4′-((((4-methoxyphenyl)azanediyl)bis(ethane-2,1-diyl))bis(oxy))diphenol). The yield is 16.7%. Reaction SMILES: Cl[CH2:2][CH2:3][N:4]([CH2:13][CH2:14]Cl)[C:5]1[CH:10]=[CH:9][C:8]([O:11][CH3:12])=[CH:7][CH:6]=1.[C:16]([O-:19])([O-])=O.[K+].[K+].[C:22]1([CH:29]=[CH:28][C:26]([OH:27])=[CH:25][CH:24]=1)[OH:23]>CN(C=O)C>[CH3:12][O:11][C:8]1[CH:9]=[CH:10][C:5]([N:4]([CH2:13][CH2:14][O:11][C:8]2[CH:9]=[CH:10][C:16]([OH:19])=[CH:6][CH:7]=2)[CH2:3][CH2:2][O:23][C:22]2[CH:29]=[CH:28][C:26]([OH:27])=[CH:25][CH:24]=2)=[CH:6][CH:7]=1 |f:1.2.3|. Procedure details: A mixture of compound 26a (100 mg, 0.6 mmol), K2CO3 (110 mg, 0.8 mmol), and KI (15 mg, 0.02 mmol) in DMF (50 mL) was bubbled with argon for 10 min. Hydroquinone (220 mg, 2 mmol) was added to the mixture under argon. The reaction mixture was heated and stirred at 80° C. for 6 hr. After cooling to room temperature, the solvent was evaporated and the residue was quenched with 100 mL water. The mixture was adjusted pH to ˜7 with diluted hydrochloric acid. The mixture was then extracted with EtOAc an... The reactants are C(CC)S(=O)(=O)N1CCC(CC1)=O (1-(propylsulfonyl)piperidin-4-one), C[Si](C)(C)C#N (trimethylsilylcyanide), C(C)OCC (diethyl ether), N1(CCNCC1)C(=O)OC(C)(C)C (tert-butyl piperazine-1-carboxylate), C[Si](C)(C)C#N (trimethylsilylcyanide). Reagents/catalysts: [I-].[Zn+2].[I-] (zinc iodide), [I-].[Zn+2].[I-] (zinc iodide). Solvent: CO (methanol). Reaction conditions: time 20 minute. Product: C(#N)C1(CCN(CC1)S(=O)(=O)CCC)N1CCN(CC1)C(=O)OC(C)(C)C (tert-butyl 4-[4-cyano-1-(propylsulfonyl)piperidin-4-yl]piperazine-1-carboxylate). RXN SMILES: [CH2:1]([S:4]([N:7]1[CH2:12][CH2:11][C:10](=O)[CH2:9][CH2:8]1)(=[O:6])=[O:5])[CH2:2][CH3:3].C[Si]([C:18]#[N:19])(C)C.C(OCC)C.[N:25]1([C:31]([O:33][C:34]([CH3:37])([CH3:36])[CH3:35])=[O:32])[CH2:30][CH2:29][NH:28][CH2:27][CH2:26]1>CO.[I-].[Zn+2].[I-]>[C:18]([C:10]1([N:28]2[CH2:29][CH2:30][N:25]([C:31]([O:33][C:34]([CH3:37])([CH3:36])[CH3:35])=[O:32])[CH2:26][CH2:27]2)[CH2:11][CH2:12][N:7]([S:4]([CH2:1][CH2:2][CH3:3])(=[O:6])=[O:5])[CH2:8][CH2:9]1)#[N:19] |f:5.6.7|. Procedure details: To a flask in an ice-bath was added 1-(propylsulfonyl)piperidin-4-one (5.0 g, 24.4 mmol), trimethylsilylcyanide (3.25 mL, 24.2 mmol) and diethyl ether (3 mL) followed by addition of zinc iodide (0.005 g). This gave a yellow suspension which turned to an orange solution after 20 min stirring at room temperature. To the solution was added a solution of tert-butyl piperazine-1-carboxylate (4.54 g, 24.4 mmol) in methanol (35 mL). The solution was then refluxed overnight. The reaction was cooled and ... Starting materials: NC1=NC=C(C=C1)Br (2-Amino5-bromopyridine), N1CCCC1 (pyrrolidine), C(C#C)O (Propargyl alcohol), tetrakis triphenylphosphine palladium(0). Run at temperature 80 celsius. The product is NC1=CC=C(C=N1)C#CCO (3-(6-Amino-pyridin-3-yl)-prop-2-yn-1-ol). RXN SMILES: [NH2:1][C:2]1[CH:7]=[CH:6][C:5](Br)=[CH:4][N:3]=1.N1CCCC1.[CH2:14]([OH:17])[C:15]#[CH:16]>>[NH2:1][C:2]1[N:3]=[CH:4][C:5]([C:16]#[C:15][CH2:14][OH:17])=[CH:6][CH:7]=1. Reported procedure: 2-Amino5-bromopyridine (7-1), 10.0 g (57.8 mmol) was stirred in pyrrolidine (96.5 mL, 1.16 mol, 20 equiv) in a flame dried round bottom flask under argon. Propargyl alcohol (10.1 mL, 173 mmol) and tetrakis triphenylphosphine palladium(0) (1.34 g, 1.16 mmol) were added and the solution was degassed 3×by alternating vacuum/Ar. Heat to 80° C. After 18 h the bulk of the pyrrolidine was removed in vacuo and the residue was diluted with water. Extract with CH2Cl2 three times, and the extracts were dri... Reported procedure: Prepared from (2S)-methyl 3-(2-(tert-butyldiphenylsilyloxy)ethoxy)-2-(1-(2-chlorophenyl)-1H-pyrazolo[3,4-d]pyrimidin-4-yloxy)propanoate (Intermediate AG2) (950 mg, 1.51 mmol) according to the method for Intermediate AE3 using 5-chloropyridin-2-amine. 1H NMR (400 MHz, DMSO) δ 0.88 (9H, s), 3.71-3.84 (4H, m), 4.02-4.07 (1H, m), 4.13-4.18 (1H, m), 5.97-5.99 (1H, m), 7.34-7.43 (6H, m), 7.56-7.67 (7H, m), 7.74-7.77 (1H, m), 7.86-7.89 (1H, m), 8.00-8.03 (1H, m), 8.40-8.41 (1H, m), 8.52 (1H, s), 8.57 (... As a reaction SMILES: [Si:1]([O:18][CH2:19][CH2:20][O:21][CH2:22][C@H:23]([O:28][C:29]1[N:34]=[CH:33][N:32]=[C:31]2[N:35]([C:38]3[CH:43]=[CH:42][CH:41]=[CH:40][C:39]=3[Cl:44])[N:36]=[CH:37][C:30]=12)[C:24]([O:26]C)=O)([C:14]([CH3:17])([CH3:16])[CH3:15])([C:8]1C=CC=CC=1)[C:2]1C=CC=CC=1.[Cl:45][C:46]1[CH:47]=[CH:48][C:49]([NH2:52])=[N:50][CH:51]=1>>[Si:1]([O:18][CH2:19][CH2:20][O:21][CH2:22][C@H:23]([O:28][C:29]1[C:30]2[CH:37]=[N:36][N:35]([C:38]3[CH:43]=[CH:42][CH:41]=[CH:40][C:39]=3[Cl:44])[C:31]=2[N:32]=[CH:33][N:34]=1)[C:24]([NH:52][C:49]1[CH:48]=[CH:47][C:46]([Cl:45])=[CH:51][N:50]=1)=[O:26])([C:14]([CH3:15])([CH3:17])[CH3:16])([CH3:8])[CH3:2]. The product is [Si](C)(C)(C(C)(C)C)OCCOC[C@@H](C(=O)NC1=NC=C(C=C1)Cl)OC1=NC=NC2=C1C=NN2C2=C(C=CC=C2)Cl ((2S)-3-[2-(tert-butyl-dimethylsilyl)oxyethoxy]-2-[1-(2-chlorophenyl)pyrazolo[4,5-e]pyrimidin-4-yl]oxy-N-(5-chloropyridin-2-yl)propanamide). Starting materials: [Si](C1=CC=CC=C1)(C1=CC=CC=C1)(C(C)(C)C)OCCOC[C@@H](C(=O)OC)OC1=C2C(=NC=N1)N(N=C2)C2=C(C=CC=C2)Cl ((2S)-methyl 3-(2-(tert-butyldiphenylsilyloxy)ethoxy)-2-(1-(2-chlorophenyl)-1H-pyrazolo[3,4-d]pyrimidin-4-yloxy)propanoate), ClC=1C=CC(=NC1)N (5-chloropyridin-2-amine).